This data is from the Open Reaction Database (ORD), a public repository of structured organic reaction records. The task is: describe an organic reaction: reactants, conditions, products, and yield The reactants are Cn1ncc2c(Cl)nc(Cl)nc21, O=C(Cc1ccc(F)cc1)NC(=S)Nc1ccc(O)c(F)c1, [K+], [K+], O=C([O-])[O-], CN(C)C=O. The product is Cn1ncc2c(Oc3ccc(NC(=S)NC(=O)Cc4ccc(F)cc4)cc3F)nc(Cl)nc21. As a reaction SMILES: [Cl:23][c:24]1[c:25]2[c:26]([n:27][c:28]([Cl:30])[n:29]1)[n:31]([CH3:34])[n:32][cH:33]2.[F:1][c:2]1[cH:3][c:4]([NH:9][C:10](=[S:11])[NH:12][C:13]([CH2:14][c:15]2[cH:16][cH:17][c:18]([F:21])[cH:19][cH:20]2)=[O:22])[cH:5][cH:6][c:7]1[OH:8].[K+:35].[K+:36].[O-:37][C:38]([O-:39])=[O:40].[O:41]=[CH:42][N:43]([CH3:44])[CH3:45]>>[F:1][c:2]1[cH:3][c:4]([NH:9][C:10](=[S:11])[NH:12][C:13]([CH2:14][c:15]2[cH:16][cH:17][c:18]([F:21])[cH:19][cH:20]2)=[O:22])[cH:5][cH:6][c:7]1[O:8][c:24]1[c:25]2[c:26]([n:27][c:28]([Cl:30])[n:29]1)[n:31]([CH3:34])[n:32][cH:33]2. Starting materials: Cc1nc2ccc(Br)cc2[nH]1, [Li]C(C)(C)C, CON(C)C(=O)c1ccc(Cl)c(S(N)(=O)=O)c1, C1CCOC1. Yields the product Cc1nc2ccc(C(=O)c3ccc(Cl)c(S(N)(=O)=O)c3)cc2[nH]1. Reaction SMILES: [Br:1][c:2]1[cH:3][cH:4][c:5]2[c:6]([nH:7][c:8]([CH3:10])[n:9]2)[cH:11]1.[C:12]([Li:13])([CH3:14])([CH3:15])[CH3:16].[Cl:17][c:18]1[c:19]([S:30]([NH2:31])(=[O:32])=[O:33])[cH:20][c:21]([C:22](=[O:23])[N:24]([O:25][CH3:26])[CH3:27])[cH:28][cH:29]1.[O:34]1[CH2:35][CH2:36][CH2:37][CH2:38]1>>[c:2]1([C:22]([c:21]2[cH:20][c:19]([S:30]([NH2:31])(=[O:32])=[O:33])[c:18]([Cl:17])[cH:29][cH:28]2)=[O:23])[cH:3][cH:4][c:5]2[c:6]([nH:7][c:8]([CH3:10])[n:9]2)[cH:11]1. The reactants are ClC1=CC=2C3=C(NC2C=C1)CCN(C3)C (8-chloro-2,3,4,5-tetrahydro-2-methyl-1H-pyrido[4,3-b]indole), C1(CC1)N1C(C=CC(=C1)C=C)=O (1-cyclopropyl-5-vinylpyridin-2(1H)-one), [OH-].[K+] (KOH). Run in CN1CCCC1=O (NMP). Product: ClC1=CC=2C3=C(N(C2C=C1)CCC=1C=CC(N(C1)C1CC1)=O)CCN(C3)C (5-(2-(8-chloro-1,2,3,4-tetrahydro-2-methylpyrido[4,3-b]indol-5-yl)ethyl)-1-cyclopropylpyridin-2(1H)-one). As a reaction SMILES: [Cl:1][C:2]1[CH:10]=[CH:9][C:8]2[NH:7][C:6]3[CH2:11][CH2:12][N:13]([CH3:15])[CH2:14][C:5]=3[C:4]=2[CH:3]=1.[CH:16]1([N:19]2[CH:24]=[C:23]([CH:25]=[CH2:26])[CH:22]=[CH:21][C:20]2=[O:27])[CH2:18][CH2:17]1.[OH-].[K+]>CN1C(=O)CCC1>[Cl:1][C:2]1[CH:10]=[CH:9][C:8]2[N:7]([CH2:26][CH2:25][C:23]3[CH:22]=[CH:21][C:20](=[O:27])[N:19]([CH:16]4[CH2:17][CH2:18]4)[CH:24]=3)[C:6]3[CH2:11][CH2:12][N:13]([CH3:15])[CH2:14][C:5]=3[C:4]=2[CH:3]=1 |f:2.3|. Reported procedure: The title compound is prepared from a mixture of 8-chloro-2,3,4,5-tetrahydro-2-methyl-1H-pyrido[4,3-b]indole, 1-cyclopropyl-5-vinylpyridin-2(1H)-one and KOH (5-7 equiv) in NMP at a temperature ranging between 25 deg C. to 100 deg C. The product obtained is isolated by preparative HPLC. The reagents and catalysts are CN(C)C=O (DMF). Reaction conditions: time 2 hour. Reactants: O=C(C(C(=O)NC1=C(C(=O)O)C=CC=C1)=CC1=CC=CC=C1)NC1=C(C(=O)O)C=CC=C1 (2,2'-[(1,3-dioxo-2-phenylmethylene-1,3-propanediyl)diimino]bisbenzoic acid), C(C(=O)Cl)(=O)Cl (oxalyl chloride). As a reaction SMILES: O=[C:2]([NH:23][C:24]1[CH:32]=[CH:31][CH:30]=[CH:29][C:25]=1[C:26]([OH:28])=[O:27])[C:3](=[CH:16][C:17]1[CH:22]=[CH:21][CH:20]=[CH:19][CH:18]=1)[C:4]([NH:6][C:7]1[CH:15]=[CH:14][CH:13]=[CH:12][C:8]=1[C:9](O)=[O:10])=[O:5].C(Cl)(=O)C(Cl)=O>C1C=CC=CC=1.CN(C=O)C>[CH:20]1[CH:19]=[CH:18][C:17]([CH:16]=[C:3]([C:4]2[O:5][C:9](=[O:10])[C:8]3[C:7](=[CH:15][CH:14]=[CH:13][CH:12]=3)[N:6]=2)[C:2]2[O:27][C:26](=[O:28])[C:25]3[C:24](=[CH:32][CH:31]=[CH:30][CH:29]=3)[N:23]=2)=[CH:22][CH:21]=1. Procedure details: The Compound 11 (4 g, 9.28 mmol) was suspended in dry benzene (100 ml) and oxalyl chloride (3.2 ml, 37.18 mmol) was added dropwise under ice cooling. Then, with addition cf 8 drops of dry DMF, the mixture was stirred at room temperature for 2 hours. After the reaction, the solvent was removed and the residue was extracted with chloroform. The organic layer was washed with 1N.HCl, saturated brine, 4% NaHCO3 aqueous solution, and saturated brine and dried over magnesium sulfate. The solvent was ev... Product: C1=CC=C(C=C1)C=C(C2=NC3=CC=CC=C3C(=O)O2)C4=NC5=CC=CC=C5C(=O)O4 (2,2'-phenylethenilidene-bis(3,1-benzoxazine-4-one)). Run in C1=CC=CC=C1 (benzene). The reactants are BrC1=CC=C(O1)C1=C2C(=NC(=C1C#N)C1=C(C=C(C=C1)O)F)NN=C2C (4-(5-bromofuran-2-yl)-6-(2-fluoro-4-hydroxyphenyl)-3-methyl-1H-pyrazolo[3,4-b]pyridine-5-carbonitrile), CN1CCN(CC1)C1CCNCC1 (1-methyl-4-(piperidin-4-yl)piperazine). Solvent: O1CCOCC1 (dioxane). Yields the product FC1=C(C=CC(=C1)O)C1=C(C(=C2C(=N1)NN=C2C)C=2OC(=CC2)N2CCC(CC2)N2CCN(CC2)C)C#N (6-(2-fluoro-4-hydroxyphenyl)-3-methyl-4-(5-(4-(4-methylpiperazine-1-yl)piperidin-1-yl)furan-2-yl)-1H-pyrazolo[3,4-b]pyridine-5-carbonitrile). Isolated yield 52.1%. Reaction SMILES: Br[C:2]1[O:6][C:5]([C:7]2[C:12]([C:13]#[N:14])=[C:11]([C:15]3[CH:20]=[CH:19][C:18]([OH:21])=[CH:17][C:16]=3[F:22])[N:10]=[C:9]3[NH:23][N:24]=[C:25]([CH3:26])[C:8]=23)=[CH:4][CH:3]=1.[CH3:27][N:28]1[CH2:33][CH2:32][N:31]([CH:34]2[CH2:39][CH2:38][NH:37][CH2:36][CH2:35]2)[CH2:30][CH2:29]1>O1CCOCC1>[F:22][C:16]1[CH:17]=[C:18]([OH:21])[CH:19]=[CH:20][C:15]=1[C:11]1[N:10]=[C:9]2[NH:23][N:24]=[C:25]([CH3:26])[C:8]2=[C:7]([C:5]2[O:6][C:2]([N:37]3[CH2:36][CH2:35][CH:34]([N:31]4[CH2:30][CH2:29][N:28]([CH3:27])[CH2:33][CH2:32]4)[CH2:39][CH2:38]3)=[CH:3][CH:4]=2)[C:12]=1[C:13]#[N:14]. Procedure details: A solution of 0.80 g (1.9 mmol) of 4-(5-bromofuran-2-yl)-6-(2-fluoro-4-hydroxyphenyl)-3-methyl-1H-pyrazolo[3,4-b]pyridine-5-carbonitrile and 3.56 g (19.4 mmol) of 1-methyl-4-(piperidin-4-yl)piperazine in 55 ml of anhydrous dioxane is refluxed for 7 days. The mixture is concentrated and the residue is purified by chromatography on silica (MeOH gradient in dichloromethane: 5 to 10%) to yield 0.51 g (51%) of 6-(2-fluoro-4-hydroxyphenyl)-3-methyl-4-(5-(4-(4-methylpiperazine-1-yl)piperidin-1-yl)furan...